describe an organic reaction: reactants, conditions, products, and yield From a dataset of the Open Reaction Database (ORD), a public repository of structured organic reaction records. The reactants are CN(C(OC(C)(C)C)=O)C1CN(CCC1)C1=NC=C(C=C1)[N+](=O)[O-] (tert-butyl methyl(1-(5-nitropyridin-2-yl)piperidin-3-yl)carbamate), [H][H] (hydrogen). Reagents/catalysts: [Pd] (Pd/C). Run in C1CCOC1 (THF). The product is NC=1C=CC(=NC1)N1CC(CCC1)N(C(OC(C)(C)C)=O)C (tert-butyl (1-(5-aminopyridin-2-yl)piperidin-3-yl)(methyl)carbamate). Yield: 95.0%. RXN SMILES: [CH3:1][N:2]([CH:10]1[CH2:15][CH2:14][CH2:13][N:12]([C:16]2[CH:21]=[CH:20][C:19]([N+:22]([O-])=O)=[CH:18][N:17]=2)[CH2:11]1)[C:3](=[O:9])[O:4][C:5]([CH3:8])([CH3:7])[CH3:6].[H][H]>C1COCC1.[Pd]>[NH2:22][C:19]1[CH:20]=[CH:21][C:16]([N:12]2[CH2:13][CH2:14][CH2:15][CH:10]([N:2]([CH3:1])[C:3](=[O:9])[O:4][C:5]([CH3:6])([CH3:7])[CH3:8])[CH2:11]2)=[N:17][CH:18]=1. Reported procedure: To a solution of tert-butyl methyl(1-(5-nitropyridin-2-yl)piperidin-3-yl)carbamate (1.03 g, 3.1 mmol) in THF (50 mL) was added Pd/C (10 wt. %, 500 mg). The reaction mixture was stirred under 1 atm of hydrogen for 16 h, filtered through celite and concentrated to afford the desired product (902 mg, 96%) as a red oil. ESI MS m/z 307 [C16H26N4O2+H]+ Reactants: O1CCC(C2=CC=CC=C12)C(=O)OC1=CC(=C(C(=O)OC)C=C1)OC (methyl 4-(4-chromanoyloxy)-2-methoxybenzoate), O (H2O), O[Li].O (LiOH.H2O). Solvent: C1CCOC1 (THF). Conditions: temperature 45 celsius. Yields the product O1CCC(C2=CC=CC=C12)C(=O)OC1=CC(=C(C(=O)O)C=C1)OC (4-(4-chromanoyloxy)-2-methoxybenzoic acid). Reaction SMILES: [O:1]1[C:10]2[C:5](=[CH:6][CH:7]=[CH:8][CH:9]=2)[CH:4]([C:11]([O:13][C:14]2[CH:23]=[CH:22][C:17]([C:18]([O:20]C)=[O:19])=[C:16]([O:24][CH3:25])[CH:15]=2)=[O:12])[CH2:3][CH2:2]1.O.O[Li].O>C1COCC1>[O:1]1[C:10]2[C:5](=[CH:6][CH:7]=[CH:8][CH:9]=2)[CH:4]([C:11]([O:13][C:14]2[CH:23]=[CH:22][C:17]([C:18]([OH:20])=[O:19])=[C:16]([O:24][CH3:25])[CH:15]=2)=[O:12])[CH2:3][CH2:2]1 |f:2.3|. Reported procedure: To a stirred solution of methyl 4-(4-chromanoyloxy)-2-methoxybenzoate (260 mg, 0.82 mmol) in THF:H2O (4 mL:0.8 mL) was added LiOH.H2O (172 mg, 4.1 mmol). The reaction was heated to 45° C. over 12 h and then cooled to ambient temperature. The solvent was removed under reduced pressure. The crude solid was passed through a small plug of silca gel packed in 90:10 CH2Cl2 :MeOH(NH3) and eluted with same. The solvent was removed under reduced pressure to afford 4-(4-chromanoyloxy)-2-methoxybenzoic aci...